From a dataset of the Open Reaction Database (ORD), a public repository of structured organic reaction records. describe an organic reaction: reactants, conditions, products, and yield The reactants are CC(=O)c1cc2c(s1)SCCN(CCCCN1CCN(c3ncccn3)CC1)C2=O, CC(=O)O, [Na+], OO, O=S([O-])O. Product: CC(=O)c1cc2c(s1)S(=O)CCN(CCCCN1CCN(c3ncccn3)CC1)C2=O. As a reaction SMILES: [C:1]([CH3:2])(=[O:3])[c:4]1[cH:5][c:6]2[c:12]([s:13]1)[S:11][CH2:10][CH2:9][N:8]([CH2:14][CH2:15][CH2:16][CH2:17][N:18]1[CH2:19][CH2:20][N:21]([c:24]3[n:25][cH:26][cH:27][cH:28][n:29]3)[CH2:22][CH2:23]1)[C:7]2=[O:30].[CH3:38][C:39](=[O:40])[OH:41].[Na+:37].[OH:31][OH:32].[S:33](=[O:34])([O-:35])[OH:36]>>[C:1]([CH3:2])(=[O:3])[c:4]1[cH:5][c:6]2[c:12]([s:13]1)[S:11](=[O:34])[CH2:10][CH2:9][N:8]([CH2:14][CH2:15][CH2:16][CH2:17][N:18]1[CH2:19][CH2:20][N:21]([c:24]3[n:25][cH:26][cH:27][cH:28][n:29]3)[CH2:22][CH2:23]1)[C:7]2=[O:30]. Starting materials: O=C([O-])[O-], COC(=O)N1Cc2ccc(C(=O)NCc3cccnc3)n2Cc2ccccc21, CO, Cl, [K+], [K+], O. Yields the product O=C(NCc1cccnc1)c1ccc2n1Cc1ccccc1NC2. As a reaction SMILES: [C:29](=[O:30])([O-:31])[O-:32].[CH3:1][O:2][C:3](=[O:4])[N:5]1[CH2:6][c:7]2[n:8]([c:16]([C:19](=[O:20])[NH:21][CH2:22][c:23]3[cH:24][n:25][cH:26][cH:27][cH:28]3)[cH:17][cH:18]2)[CH2:9][c:10]2[c:11]1[cH:12][cH:13][cH:14][cH:15]2.[CH3:37][OH:38].[ClH:36].[K+:33].[K+:34].[OH2:35]>>[NH:5]1[CH2:6][c:7]2[n:8]([c:16]([C:19](=[O:20])[NH:21][CH2:22][c:23]3[cH:24][n:25][cH:26][cH:27][cH:28]3)[cH:17][cH:18]2)[CH2:9][c:10]2[c:11]1[cH:12][cH:13][cH:14][cH:15]2.